This data is from the Open Reaction Database (ORD), a public repository of structured organic reaction records. The task is: describe an organic reaction: reactants, conditions, products, and yield Procedure details: (E)-3-[2-n-Butyl-1-[(2-chlorophenyl)methyl]-4-hydroxymethyl-1H-imidazol-5-yl]-2-(2-thienyl)methyl-2-propenoic acid, prepared as in Example 19, is esterified with 4-methoxy-benzyl alcohol to give the p-methoxybenzyl propenoate. The 4-hydroxymethyl group in acetone is oxidized using an acidic aqueous solution containing chromic acid (Jones' reagent) and the ester is hydrolyzed using 10% sodium hydroxide to give the title compound. Yields the product C(C=C)(=O)OCC1=CC=C(C=C1)OC (p-methoxybenzyl propenoate). Starting materials: C(CCC)C=1N(C(=C(N1)CO)/C=C(/C(=O)O)\CC=1SC=CC1)CC1=C(C=CC=C1)Cl ((E)-3-[2-n-Butyl-1-[(2-chlorophenyl)methyl]-4-hydroxymethyl-1H-imidazol-5-yl]-2-(2-thienyl)methyl-2-propenoic acid), COC1=CC=C(CO)C=C1 (4-methoxy-benzyl alcohol). Reaction SMILES: C(C1N(CC2C=CC=CC=2Cl)[C:7](/C=C(\CC2SC=CC=2)/C(O)=O)=[C:8]([CH2:10][OH:11])N=1)CCC.[CH3:31][O:32][C:33]1[CH:40]=[CH:39][C:36]([CH2:37][OH:38])=[CH:35][CH:34]=1>>[C:10]([O:38][CH2:37][C:36]1[CH:39]=[CH:40][C:33]([O:32][CH3:31])=[CH:34][CH:35]=1)(=[O:11])[CH:8]=[CH2:7]. Starting materials: CCOC(=O)C1=CCCC1OC(C)=O, COc1cccc(CCl)c1, [Cu]I, I, [Mg], C1CCOC1. Yields the product CCOC(=O)C1=CCCC1Cc1cccc(OC)c1. RXN SMILES: [C:13]([O:14][CH:17]1[CH2:18][CH2:19][CH:20]=[C:21]1[C:22](=[O:23])[O:24][CH2:25][CH3:26])(=[O:15])[CH3:16].[CH3:1][O:2][c:3]1[cH:4][c:5]([CH2:6][Cl:7])[cH:8][cH:9][cH:10]1.[Cu:32][I:33].[I:12].[Mg:11].[O:27]1[CH2:28][CH2:29][CH2:30][CH2:31]1>>[CH3:1][O:2][c:3]1[cH:4][c:5]([CH2:6][CH:17]2[CH2:18][CH2:19][CH:20]=[C:21]2[C:22](=[O:23])[O:24][CH2:25][CH3:26])[cH:8][cH:9][cH:10]1. Starting materials: C([O-])([O-])=O.[K+].[K+] (potassium carbonate), BrC1=C(C2=C(CCN(CC2)C(C(F)(F)F)=O)C=C1)O (7-bromo-6-hydroxy-3-(2,2,2-trifluoroacetyl)-2,3,4,5-tetrahydro-1H-benzo[d]azepine), CI (methyl iodide). Run in CC(=O)C (acetone). Run at time 10 minute. Yields the product BrC1=C(C2=C(CCN(CC2)C(C(F)(F)F)=O)C=C1)OC (7-Bromo-6-methoxy-3-(2,2,2-trifluoroacetyl)-2,3,4,5-tetrahydro-1H-benzo[d]azepine). Yield: 98.8%. Reaction SMILES: [C:1](=[O:4])([O-])[O-].[K+].[K+].[Br:7][C:8]1[CH:24]=[CH:23][C:11]2[CH2:12][CH2:13][N:14]([C:17](=[O:22])[C:18]([F:21])([F:20])[F:19])[CH2:15][CH2:16][C:10]=2[C:9]=1O.CI>CC(C)=O>[Br:7][C:8]1[CH:24]=[CH:23][C:11]2[CH2:12][CH2:13][N:14]([C:17](=[O:22])[C:18]([F:19])([F:21])[F:20])[CH2:15][CH2:16][C:10]=2[C:9]=1[O:4][CH3:1] |f:0.1.2|. Procedure details: Add potassium carbonate (10.214 g, 73.9 mmol) to a solution of 7-bromo-6-hydroxy-3-(2,2,2-trifluoroacetyl)-2,3,4,5-tetrahydro-1H-benzo[d]azepine (5.0 g, 14.8 mmol) in acetone (50 mL) and stir for 10 min. Add methyl iodide (4.2 g, 1.5 mL, 29.6 mmol) and stir the mixture overnight at room temperature. Remove the solvent in vacuo and partition the residue between water and DCM. Extract the aqueous phase twice with DCM. Combine the organic extracts, dry over Na2SO4, filter and concentrate in vacuo t... Starting materials: NC1=CC=C(CC#N)C=C1 (4-aminobenzylcyanide), C(C)(C)(C)C=1C(C(=CC(C1)=O)C(C)(C)C)=O (2,6-di-tertiary-butyl-p-benzoquinone). The product is C(C)(C)(C)C=1C(C(=CC(C1)=NC1=CC=C(C=C1)CC#N)C(C)(C)C)=O (2,6-di-tertiary-butyl-4-(4'-cyanomethylphenylimino)-2,5-cyclohexadiene-1-one). As a reaction SMILES: [NH2:1][C:2]1[CH:10]=[CH:9][C:5]([CH2:6][C:7]#[N:8])=[CH:4][CH:3]=1.[C:11]([C:15]1[C:16](=[O:26])[C:17]([C:22]([CH3:25])([CH3:24])[CH3:23])=[CH:18][C:19](=O)[CH:20]=1)([CH3:14])([CH3:13])[CH3:12]>>[C:22]([C:17]1[C:16](=[O:26])[C:15]([C:11]([CH3:14])([CH3:13])[CH3:12])=[CH:20][C:19](=[N:1][C:2]2[CH:10]=[CH:9][C:5]([CH2:6][C:7]#[N:8])=[CH:4][CH:3]=2)[CH:18]=1)([CH3:25])([CH3:24])[CH3:23]. Procedure details: Using the method of Example 1, 4-aminobenzylcyanide was reacted with 2,6-di-tertiary-butyl-p-benzoquinone to give 2,6-di-tertiary-butyl-4-(4'-cyanomethylphenylimino)-2,5-cyclohexadiene-1-one, m.p. 126.5°-127.5° C. Following the reduction method of Example 1, Step B, the corresponding anilino phenylacetonitrile, m.p. 146°-147° C., was obtained. This was converted to 5-[4-(3,5-di-t-butyl-4-hydroxyanilino)benzyl]tetrazole, m.p. 212°-214° C. (dec), following the method of Example 30, but carried out... The reactants are [Br-], C1CCOC1, C[Mg+], COc1ccccc1CNC(=O)c1cc(C(F)(F)F)nn1-c1cccc(C=O)c1. Yields the product COc1ccccc1CNC(=O)c1cc(C(F)(F)F)nn1-c1cccc(C(C)O)c1. Reaction SMILES: [Br-:30].[CH2:33]1[O:34][CH2:35][CH2:36][CH2:37]1.[CH3:31][Mg+:32].[CH:1](=[O:2])[c:3]1[cH:4][c:5](-[n:9]2[n:10][c:11]([C:26]([F:27])([F:28])[F:29])[cH:12][c:13]2[C:14](=[O:15])[NH:16][CH2:17][c:18]2[c:19]([O:24][CH3:25])[cH:20][cH:21][cH:22][cH:23]2)[cH:6][cH:7][cH:8]1>>[CH:1]([OH:2])([c:3]1[cH:4][c:5](-[n:9]2[n:10][c:11]([C:26]([F:27])([F:28])[F:29])[cH:12][c:13]2[C:14](=[O:15])[NH:16][CH2:17][c:18]2[c:19]([O:24][CH3:25])[cH:20][cH:21][cH:22][cH:23]2)[cH:6][cH:7][cH:8]1)[CH3:31]. Starting materials: ClC1=NC(=CC=C1CN1N=C2N(C=CC(=C2C2=CC=NC=C2)C2=CC=C(C=C2)Cl)C1=O)C(F)(F)F (2-((2-chloro-6-(trifluoromethyl)pyridin-3-yl)methyl)-7-(4-chlorophenyl)-8-(pyridin-4-yl)-[1,2,4]triazolo[4,3-a]pyridin-3(2H)-one), Pd(dba)3, CN(C)C=O (DMF). The reagents and catalysts are C1=CC=C(C=C1)P([C-]2C=CC=C2)C3=CC=CC=C3.C1=CC=C(C=C1)P([C-]2C=CC=C2)C3=CC=CC=C3.[Fe+2] (dppf), [C-]#N.[Zn+2].[C-]#N (zinc cyanide). Run in O (water). Run at temperature 90 celsius. The product is ClC1=CC=C(C=C1)C1=C(C=2N(C=C1)C(N(N2)CC=2C(=NC(=CC2)C(F)(F)F)C#N)=O)C2=CC=NC=C2 (3-((7-(4-chlorophenyl)-3-oxo-8-(pyridin-4-yl)-[1,2,4]triazolo[4,3-a]pyridin-2(3H)-yl)methyl)-6-(trifluoromethyl)picolinonitrile). Isolated yield 69.0%. RXN SMILES: Cl[C:2]1[C:7]([CH2:8][N:9]2[C:30](=[O:31])[N:12]3[CH:13]=[CH:14][C:15]([C:23]4[CH:28]=[CH:27][C:26]([Cl:29])=[CH:25][CH:24]=4)=[C:16]([C:17]4[CH:22]=[CH:21][N:20]=[CH:19][CH:18]=4)[C:11]3=[N:10]2)=[CH:6][CH:5]=[C:4]([C:32]([F:35])([F:34])[F:33])[N:3]=1.[CH3:36][N:37](C=O)C>O.C1C=CC(P(C2C=CC=CC=2)[C-]2C=CC=C2)=CC=1.C1C=CC(P(C2C=CC=CC=2)[C-]2C=CC=C2)=CC=1.[Fe+2].[C-]#N.[Zn+2].[C-]#N>[Cl:29][C:26]1[CH:27]=[CH:28][C:23]([C:15]2[CH:14]=[CH:13][N:12]3[C:30](=[O:31])[N:9]([CH2:8][C:7]4[C:2]([C:36]#[N:37])=[N:3][C:4]([C:32]([F:34])([F:33])[F:35])=[CH:5][CH:6]=4)[N:10]=[C:11]3[C:16]=2[C:17]2[CH:22]=[CH:21][N:20]=[CH:19][CH:18]=2)=[CH:24][CH:25]=1 |f:3.4.5,6.7.8|. Procedure: Into a 25 mL flame-dried three necked flask equipped with a condenser under argon was placed 2-((2-chloro-6-(trifluoromethyl)pyridin-3-yl)methyl)-7-(4-chlorophenyl)-8-(pyridin-4-yl)-[1,2,4]triazolo[4,3-a]pyridin-3(2H)-one (250 mg, 0.484 mmol), Pd(dba)3 (44 mg, 0.048 mmol) and dppf (107 mg, 0.194 mmol). The reaction apparatus was purged with argon, and anhydrous DMF (1.5 mL, degassed by bubbling with argon) was added. The resulting suspension was stirred in a pre-heated oil bath at 90° C. To the ... The reactants are C=CCN(C(=O)OCc1ccccc1)c1cnc2n(c1=O)C(C(=O)O)CC2, CCN=C=NCCCN(C)C, CCOC(C)=O, ClCCl, Nc1ccccc1, [Na+], O=C([O-])O, CN(C)C=O. The product is C=CCN(C(=O)OCc1ccccc1)c1cnc2n(c1=O)C(C(=O)Nc1ccccc1)CC2. RXN SMILES: [CH2:1]([CH:2]=[CH2:3])[N:4]([c:5]1[cH:6][n:7][c:8]2[n:9]([c:10]1=[O:11])[CH:12]([C:15](=[O:16])[OH:17])[CH2:13][CH2:14]2)[C:18](=[O:19])[O:20][CH2:21][c:22]1[cH:23][cH:24][cH:25][cH:26][cH:27]1.[CH3:40][CH2:41][N:42]=[C:43]=[N:44][CH2:45][CH2:46][CH2:47][N:48]([CH3:49])[CH3:50].[CH3:51][CH2:52][O:53][C:54]([CH3:55])=[O:56].[Cl:57][CH2:58][Cl:59].[NH2:28][c:29]1[cH:30][cH:31][cH:32][cH:33][cH:34]1.[Na+:39].[O-:35][C:36]([OH:37])=[O:38].[O:60]=[CH:61][N:62]([CH3:63])[CH3:64]>>[CH2:1]([CH:2]=[CH2:3])[N:4]([c:5]1[cH:6][n:7][c:8]2[n:9]([c:10]1=[O:11])[CH:12]([C:15](=[O:17])[NH:28][c:29]1[cH:30][cH:31][cH:32][cH:33][cH:34]1)[CH2:13][CH2:14]2)[C:18](=[O:19])[O:20][CH2:21][c:22]1[cH:23][cH:24][cH:25][cH:26][cH:27]1. Reaction SMILES: [N:1]1[CH:6]=[CH:5][C:4]([N:7]2[CH2:11][CH2:10][CH:9]([O:12][C:13]3[CH:18]=[CH:17][C:16](SCC4C=CC(OC)=CC=4)=[CH:15][N:14]=3)[CH2:8]2)=[CH:3][CH:2]=1.[NH4+].[OH-].C(Cl)Cl>>[N:1]1[CH:2]=[CH:3][C:4]([N:7]2[CH2:11][CH2:10][C@@H:9]([O:12][C:13]3[CH:18]=[CH:17][C:16]4[C:15](=[CH:2][CH:3]=[CH:4][CH:5]=4)[N:14]=3)[CH2:8]2)=[CH:5][CH:6]=1 |f:1.2.3|. Procedure: Rf=0.37 (10%MeOH/1%NH4OH/CH2Cl2) Yields the product N1=CC=C(C=C1)N1C[C@@H](CC1)OC1=NC2=CC=CC=C2C=C1 ((3R)-1-(4-pyridyl)-3-(2-quinolyloxy)pyrrolidine). The reactants are N1=CC=C(C=C1)N1CC(CC1)OC1=NC=C(C=C1)SCC1=CC=C(C=C1)OC (1(4-pyridyl)-3-(5-(4-methoxybenzyl)thio-2-pyridyloxy)pyrrolidine), [NH4+].[OH-].C(Cl)Cl (NH4OH CH2Cl2).